This data is from the Open Reaction Database (ORD), a public repository of structured organic reaction records. The task is: describe an organic reaction: reactants, conditions, products, and yield The reactants are ice, [H-].[Na+] (Sodium hydride), O1CC1CCCCCCCCCCCCCCC (1,2-epoxyheptadecane), O1C(CCCC1)OCC(OC)CO (2-methylglycerol tetrahydropyranyl ether). Solvent: CCCCCC (n-hexane). Conditions: temperature 70 celsius. Yields the product O1C(CCCC1)OCC(COCC(CCCCCCCCCCCCCCC)O)OC (3-(2-Hydroxyheptadecyloxy)-2-methoxypropyl tetrahydropyranyl ether). Isolated yield 54.0%. Reaction SMILES: [H-].[Na+].[O:3]1[CH2:8][CH2:7][CH2:6][CH2:5][CH:4]1[O:9][CH2:10][CH:11]([CH2:14][OH:15])[O:12][CH3:13].[O:16]1[CH:18]([CH2:19][CH2:20][CH2:21][CH2:22][CH2:23][CH2:24][CH2:25][CH2:26][CH2:27][CH2:28][CH2:29][CH2:30][CH2:31][CH2:32][CH3:33])[CH2:17]1>CCCCCC>[O:3]1[CH2:8][CH2:7][CH2:6][CH2:5][CH:4]1[O:9][CH2:10][CH:11]([O:12][CH3:13])[CH2:14][O:15][CH2:17][CH:18]([OH:16])[CH2:19][CH2:20][CH2:21][CH2:22][CH2:23][CH2:24][CH2:25][CH2:26][CH2:27][CH2:28][CH2:29][CH2:30][CH2:31][CH2:32][CH3:33] |f:0.1|. Procedure: Sodium hydride (50% in oil) (1.74 g, 36.3 mmoles) was washed with n-hexane and dried in a nitrogen gas stream. After addition of 80 ml of dry DMSO, the mixture was heated on a water bath at 70° C. for 30 minutes. When the mixture became homogeneous, 6.9 g (36.3 mmoles) of 2-methylglycerol tetrahydropyranyl ether was added dropwise and, after 15 minutes, 4.62 g (18.2 mmoles) of 1,2-epoxyheptadecane was added dropwise. The mixture was stirred at 70° C. for an hour, poured into 100 ml of broken ice... Reactants: COC=1C=C(C=CC1)C=C1OC2=C(C1=O)C=CC(=C2)O (2-[(3-methoxyphenyl)methylene]-6-hydroxy-3(2H)-benzofuranone), C([O-])([O-])=O.[K+].[K+] (potassium carbonate), CN(C=O)C (dimethylformamide), BrC(C)C (2-bromopropane). The solvent is C(C)(=O)OCC (ethyl acetate), O (water), CCCCCC (hexane). Run at time 4 hour. Product: COC=1C=C(C=CC1)C=C1OC2=C(C1=O)C=CC(=C2)OC(C)C (2-[(3-methoxyphenyl)methylene]-6-isopropyloxy-3(2H)-benzofuranone). Yield: 32.4%. RXN SMILES: [CH3:1][O:2][C:3]1[CH:4]=[C:5]([CH:9]=[C:10]2[C:14](=[O:15])[C:13]3[CH:16]=[CH:17][C:18]([OH:20])=[CH:19][C:12]=3[O:11]2)[CH:6]=[CH:7][CH:8]=1.C(=O)([O-])[O-].[K+].[K+].CN(C)C=O.Br[CH:33]([CH3:35])[CH3:34]>C(OCC)(=O)C.CCCCCC.O>[CH3:1][O:2][C:3]1[CH:4]=[C:5]([CH:9]=[C:10]2[C:14](=[O:15])[C:13]3[CH:16]=[CH:17][C:18]([O:20][CH:33]([CH3:35])[CH3:34])=[CH:19][C:12]=3[O:11]2)[CH:6]=[CH:7][CH:8]=1 |f:1.2.3|. Procedure details: To a solution of 2-[(3-methoxyphenyl)methylene]-6-hydroxy-3(2H)-benzofuranone 0.5 g, potassium carbonate 0.58 g and dimethylformamide 5 ml, 2-bromopropane 0.306 g was added. After the mixture was refluxed for 2.5 hours, water 50 ml was added. The resulting compound was extracted with ethyl acetate 50 ml twice. The ethyl acetate solution was washed with a saturated sodium chloride solution 20 ml twice, dehydrated with anhysrous magnesium sulfate and concentrated under reduced pressure. The residu... Starting materials: Cl (HCl), N1=CC=CC2=CC(=CC=C12)C1(CC1)C1=CN=C2N1C=C(C=N2)C(=O)OC (methyl 3-(1-quinolin-6-ylcyclopropyl)imidazo[1,2-a]pyrimidine-6-carboxylate), [OH-].[Li+] (lithium hydroxide), CO (methanol). Run in O (water). Run at time 8 hour. Product: N1=CC=CC2=CC(=CC=C12)C1(CC1)C1=CN=C2N1C=C(C=N2)C(=O)O (3-(1-quinolin-6-ylcyclopropyl)imidazo[1,2-a]pyrimidine-6-carboxylic acid). As a reaction SMILES: [N:1]1[C:10]2[C:5](=[CH:6][C:7]([C:11]3([C:14]4[N:18]5[CH:19]=[C:20]([C:23]([O:25]C)=[O:24])[CH:21]=[N:22][C:17]5=[N:16][CH:15]=4)[CH2:13][CH2:12]3)=[CH:8][CH:9]=2)[CH:4]=[CH:3][CH:2]=1.[OH-].[Li+].CO.Cl>O>[N:1]1[C:10]2[C:5](=[CH:6][C:7]([C:11]3([C:14]4[N:18]5[CH:19]=[C:20]([C:23]([OH:25])=[O:24])[CH:21]=[N:22][C:17]5=[N:16][CH:15]=4)[CH2:12][CH2:13]3)=[CH:8][CH:9]=2)[CH:4]=[CH:3][CH:2]=1 |f:1.2|. Procedure: A mixture of methyl 3-(1-quinolin-6-ylcyclopropyl)imidazo[1,2-a]pyrimidine-6-carboxylate (14 mg, 0.040 mmol, isomer-I from Step 1), 1M lithium hydroxide in water (0.16 mL), and methanol (1.0 mL) was stirred overnight at RT. The mixture was neutralized with 1N HCl (0.16 mL) and concentrated under reduced pressure. The residue was dried to yield the desired product which was directly used in next step. LCMS: (M+H)=331.0.